From a dataset of the Open Reaction Database (ORD), a public repository of structured organic reaction records. describe an organic reaction: reactants, conditions, products, and yield The reactants are COC(C(CC=C)NC(C1=C(C=CC=C1Cl)Cl)=O)=O (2-(2,6-dichlorobenzamido)pent-4-enoic acid methyl ester), IC1=CC=C(C=C1)C1(CCOCC1)OCC (tetrahydro-4-(4-iodophenyl)-4-ethoxy-2H-pyran). Yields the product COC(C(C\C=C\C1=CC=C(C=C1)C1(CCOCC1)OCC)NC(C1=C(C=CC=C1Cl)Cl)=O)=O ((E)-2-(2,6-dichlorobenzamido)-5-[4-(4-ethoxytetrahydropyran-4-yl)-phenyl]pent-4-enoic acid methyl ester). The yield is 68.1%. RXN SMILES: [CH3:1][O:2][C:3](=[O:19])[CH:4]([NH:8][C:9](=[O:18])[C:10]1[C:15]([Cl:16])=[CH:14][CH:13]=[CH:12][C:11]=1[Cl:17])[CH2:5][CH:6]=[CH2:7].I[C:21]1[CH:26]=[CH:25][C:24]([C:27]2([O:33][CH2:34][CH3:35])[CH2:32][CH2:31][O:30][CH2:29][CH2:28]2)=[CH:23][CH:22]=1>>[CH3:1][O:2][C:3](=[O:19])[CH:4]([NH:8][C:9](=[O:18])[C:10]1[C:11]([Cl:17])=[CH:12][CH:13]=[CH:14][C:15]=1[Cl:16])[CH2:5]/[CH:6]=[CH:7]/[C:21]1[CH:22]=[CH:23][C:24]([C:27]2([O:33][CH2:34][CH3:35])[CH2:32][CH2:31][O:30][CH2:29][CH2:28]2)=[CH:25][CH:26]=1. Procedure: In the same manner as in Example 1, 2-(2,6-dichlorobenzamido)pent-4-enoic acid methyl ester (60.4 mg) was reacted with tetrahydro-4-(4-iodophenyl)-4-ethoxy-2H-pyran (66.4 mg) to obtain (E)-2-(2,6-dichlorobenzamido)-5-[4-(4-ethoxytetrahydropyran-4-yl)-phenyl]pent-4-enoic acid methyl ester (68.9 mg). Column chromatography (silica gel, eluent: cyclohexane/chloroform=2/1→cyclohexane/ethyl acetate=4/1) was used for purification. Starting materials: ClCCl, CSc1cnc(Cl)c(Cl)c1, O=C(OO)c1cccc(Cl)c1. Yields the product CS(=O)c1cnc(Cl)c(Cl)c1. RXN SMILES: [CH2:22]([Cl:23])[Cl:24].[Cl:12][c:13]1[n:14][cH:15][c:16]([S:20][CH3:21])[cH:17][c:18]1[Cl:19].[Cl:1][c:2]1[cH:3][cH:4][cH:5][c:6]([C:7]([O:8][OH:10])=[O:9])[cH:11]1>>[O:9]=[S:20]([c:16]1[cH:15][n:14][c:13]([Cl:12])[c:18]([Cl:19])[cH:17]1)[CH3:21]. Starting materials: ClC1=NC(=CC=C1N)Cl (2,6-dichloropyridin-3-amine), C(C)(C)N=C=S (isopropyl isothiocyanate), [H-].[Na+] (NaH), CCOCC (Et2O). The solvent is CN(C)C=O (DMF). Conditions: time 10 minute. Product: ClC1=CC=C2C(=N1)SC(=N2)NC(C)C (5-chloro-N-isopropylthiazolo[5,4-b]pyridin-2-amine). Isolated yield 66.1%. As a reaction SMILES: Cl[C:2]1[C:7]([NH2:8])=[CH:6][CH:5]=[C:4]([Cl:9])[N:3]=1.[CH:10]([N:13]=[C:14]=[S:15])([CH3:12])[CH3:11].[H-].[Na+].CCOCC>CN(C=O)C>[Cl:9][C:4]1[N:3]=[C:2]2[S:15][C:14]([NH:13][CH:10]([CH3:12])[CH3:11])=[N:8][C:7]2=[CH:6][CH:5]=1 |f:2.3|. Procedure: To a solution of 2,6-dichloropyridin-3-amine (3.71 g, 22.8 mmol, 1.0 eq.) and isopropyl isothiocyanate (2.5 mL, 23.5 mmol, 1.0 eq.) in DMF (57 mL) under nitrogen at 0° C. was added NaH (95% in mineral oil, 0.77 g, 30.5 mmol, 1.3 eq.). After 10 min., the cold bath was removed, and the reaction mixture was stirred to room temperature for 10 min. It was then heated at 68° C. overnight. After cooling to 0° C., isopropyl isothiocyanate (1.5 mL) and NaH (0.44 g) were added, and heating was resumed. Af...